This data is from the Open Reaction Database (ORD), a public repository of structured organic reaction records. The task is: describe an organic reaction: reactants, conditions, products, and yield The solvent is CN(C)C=O (DMF). Reactants: C(C)OP(OCC)(=O)CC1=CC(=CC=C1)CN1C2=NC(=NC(=C2N=C1Br)N)OCCOC ((3-(6-Amino-8-bromo-2-(2-methoxy-ethoxy)-purin-9-ylmethyl)-benzyl)-phosphonic acid diethyl ester), C(C)(=S)[O-].[K+] (potassium thioacetate). Procedure details: To a solution of (3-(6-Amino-8-bromo-2-(2-methoxy-ethoxy)-purin-9-ylmethyl)-benzyl)-phosphonic acid diethyl ester (50) (180 mg, 0.34 mmol) in DMF (2 ml) was added potassium thioacetate (778 mg, 6.8 mmol). The reaction mixture stirred at 100° C. for 24 h. After cooling to rt, the reaction mixture was filtered and purified by reversed phase prep-HPLC using a linear gradient of acetronitrile in water from 5% to 95%. 1H NMR (DMSO, 300 MHz): (1.08 (t, 3H), (3.00 (d, 2H), (3.25 (s, 3H), (3.58 (t, 2H),... Yields the product C(C)OP(O)(=O)CC1=CC(=CC=C1)CN1C2=NC(=NC(=C2N=C1S)N)OCCOC ((3-(6-Amino-8-mercapto-2-(2-methoxy-ethoxy)-purin-9-ylmethyl)-benzyl)-phosphonic acid monoethyl ester). Conditions: temperature 100 celsius, time 24 hour. As a reaction SMILES: [CH2:1]([O:3][P:4]([CH2:9][C:10]1[CH:15]=[CH:14][CH:13]=[C:12]([CH2:16][N:17]2[C:25](Br)=[N:24][C:23]3[C:18]2=[N:19][C:20]([O:28][CH2:29][CH2:30][O:31][CH3:32])=[N:21][C:22]=3[NH2:27])[CH:11]=1)(=[O:8])[O:5]CC)[CH3:2].C([O-])(=[S:35])C.[K+]>CN(C=O)C>[CH2:1]([O:3][P:4]([CH2:9][C:10]1[CH:15]=[CH:14][CH:13]=[C:12]([CH2:16][N:17]2[C:25]([SH:35])=[N:24][C:23]3[C:18]2=[N:19][C:20]([O:28][CH2:29][CH2:30][O:31][CH3:32])=[N:21][C:22]=3[NH2:27])[CH:11]=1)(=[O:8])[OH:5])[CH3:2] |f:1.2|. Starting materials: [K+], [K+], Nc1c(Nc2ccccn2)c(=O)c1=O, O=C([O-])[O-], CC(C)(C)C(NC(=O)c1ccc(Cl)cc1)n1nnc2ccccc21. The product is CC(C)(C)C(NC(=O)c1ccc(Cl)cc1)Nc1c(Nc2ccccn2)c(=O)c1=O. Reaction SMILES: [K+:39].[K+:40].[NH2:1][c:2]1[c:3](=[O:14])[c:4](=[O:13])[c:5]1[NH:6][c:7]1[n:8][cH:9][cH:10][cH:11][cH:12]1.[O-:41][C:42]([O-:43])=[O:44].[n:15]1([CH:24]([C:25]([CH3:26])([CH3:27])[CH3:28])[NH:29][C:30]([c:31]2[cH:32][cH:33][c:34]([Cl:37])[cH:35][cH:36]2)=[O:38])[c:16]2[cH:17][cH:18][cH:19][cH:20][c:21]2[n:22][n:23]1>>[NH:1]([c:2]1[c:3](=[O:14])[c:4](=[O:13])[c:5]1[NH:6][c:7]1[n:8][cH:9][cH:10][cH:11][cH:12]1)[CH:24]([C:25]([CH3:26])([CH3:27])[CH3:28])[NH:29][C:30]([c:31]1[cH:32][cH:33][c:34]([Cl:37])[cH:35][cH:36]1)=[O:38].